From a dataset of the Open Reaction Database (ORD), a public repository of structured organic reaction records. describe an organic reaction: reactants, conditions, products, and yield The reactants are O=[N+]([O-])c1ccc(Br)cc1F, CCCCNCC(=O)O, CCO, [Na+], [OH-], O. Yields the product CCCCN(CC(=O)O)c1cc(Br)ccc1[N+](=O)[O-]. RXN SMILES: [Br:1][c:2]1[cH:3][c:4]([F:11])[c:5]([N+:8](=[O:9])[O-:10])[cH:6][cH:7]1.[CH2:12]([CH2:13][CH2:14][CH3:15])[NH:16][CH2:17][C:18](=[O:19])[OH:20].[CH3:22][CH2:23][OH:24].[Na+:26].[OH-:25].[OH2:21]>>[Br:1][c:2]1[cH:3][c:4]([N:16]([CH2:12][CH2:13][CH2:14][CH3:15])[CH2:17][C:18](=[O:19])[OH:20])[c:5]([N+:8](=[O:9])[O-:10])[cH:6][cH:7]1. The reactants are C1=CC=CC=2C3=CC=CC=C3C(C12)COC(=O)N[C@H](C(=O)O)CSC[C@@H](COCCCCCCCCCCCC)NC(CCCCCCCCCCC)=O ((R)-2-((((9H-fluoren-9-yl)methoxy)carbonyl)amino)-3-(((R)-2-dodecanamido-3-(dodecyloxy)propyl)thio)propanoic acid), N[C@H](C(=O)NCCOCCOCCP(OCC)(OCC)=O)C ((S)-diethyl (2-(2-(2-(2-aminopropanamido)ethoxy)ethoxy)ethyl)phosphonate). Product: N[C@H](C(N[C@H](C(NCCOCCOCCP(O)(O)=O)=O)C)=O)CSC[C@@H](COCCCCCCCCCCCC)NC(CCCCCCCCCCC)=O (((11S,14R,18R)-14-amino-18-dodecanamido-11-methyl-10,13-dioxo-3,6,20-trioxa-16-thia-9,12-diazadotriacontyl)phosphonic acid). RXN SMILES: C1C2C(COC([NH:18][C@@H:19]([CH2:23][S:24][CH2:25][C@H:26]([NH:41][C:42](=[O:54])[CH2:43][CH2:44][CH2:45][CH2:46][CH2:47][CH2:48][CH2:49][CH2:50][CH2:51][CH2:52][CH3:53])[CH2:27][O:28][CH2:29][CH2:30][CH2:31][CH2:32][CH2:33][CH2:34][CH2:35][CH2:36][CH2:37][CH2:38][CH2:39][CH3:40])[C:20]([OH:22])=O)=O)C3C(=CC=CC=3)C=2C=CC=1.[NH2:55][C@@H:56]([CH3:76])[C:57]([NH:59][CH2:60][CH2:61][O:62][CH2:63][CH2:64][O:65][CH2:66][CH2:67][P:68](=[O:75])([O:72]CC)[O:69]CC)=[O:58]>>[NH2:18][C@@H:19]([CH2:23][S:24][CH2:25][C@H:26]([NH:41][C:42](=[O:54])[CH2:43][CH2:44][CH2:45][CH2:46][CH2:47][CH2:48][CH2:49][CH2:50][CH2:51][CH2:52][CH3:53])[CH2:27][O:28][CH2:29][CH2:30][CH2:31][CH2:32][CH2:33][CH2:34][CH2:35][CH2:36][CH2:37][CH2:38][CH2:39][CH3:40])[C:20](=[O:22])[NH:55][C@@H:56]([CH3:76])[C:57](=[O:58])[NH:59][CH2:60][CH2:61][O:62][CH2:63][CH2:64][O:65][CH2:66][CH2:67][P:68](=[O:69])([OH:72])[OH:75]. Reported procedure: The title product was prepared from (R)-2-((((9H-fluoren-9-yl)methoxy)carbonyl)amino)-3-(((R)-2-dodecanamido-3-(dodecyloxy)propyl)thio)propanoic acid (1 eq, from example 26, step 8) and (S)-diethyl (2-(2-(2-(2-aminopropoxy)ethoxy)ethoxy)ethyl)phosphonate (1.2 eq, from example 30, step 2) by following the procedure described for example 28, step 3-5. 1H NMR (DMSO-d6): δ 9.38 (br s, 1H), 8.14 (t, 2H), 4.18-4.25 (m, 1H), 3.92-4.00 (m, 1H), 3.06-3.67 (m, 15H), 2.92 (dd, 2H), 2.79 (dd, 2H), 2.59-2.73... The solvent is O (water), C(C)#N (acetonitrile). Procedure details: To a solution of (1RS,2SR)-2-amino-1-(4-((4-chloro-3-ethylphenyl)oxy)phenyl)-3-(3-((1,1,2,2-tetrafluoroethyl)oxy)phenyl)-1-propanol (300 mg, 0.60 mmol) in acetonitrile (16 ml) were added 6,7-dihydro-5H-benzo[a]cycloheptene-1-carboxylic acid (114 mg, 0.60 mmol), 1-ethyl-3-(3-dimethylaminopropyl)carbodiimide hydrochloride (174 mg, 0.91 mmol) and 1-hydroxy-1H-benzotriazole (92 mg, 0.60 mmol), and the mixture was stirred overnight at room temperature. The reaction solution was diluted with water (10... As a reaction SMILES: [NH2:1][CH:2]([CH2:21][C:22]1[CH:27]=[CH:26][CH:25]=[C:24]([O:28][C:29]([F:34])([F:33])[CH:30]([F:32])[F:31])[CH:23]=1)[CH:3]([C:5]1[CH:10]=[CH:9][C:8]([O:11][C:12]2[CH:17]=[CH:16][C:15]([Cl:18])=[C:14]([CH2:19][CH3:20])[CH:13]=2)=[CH:7][CH:6]=1)[OH:4].[C:35]1([C:46](O)=[O:47])[CH:36]=[CH:37][CH:38]=[C:39]2[CH2:45][CH2:44][CH2:43][CH:42]=[CH:41][C:40]=12.Cl.C(N=C=NCCCN(C)C)C.ON1C2C=CC=CC=2N=N1>C(#N)C.O>[Cl:18][C:15]1[CH:16]=[CH:17][C:12]([O:11][C:8]2[CH:9]=[CH:10][C:5]([CH:3]([OH:4])[CH:2]([NH:1][C:46]([C:35]3[CH:36]=[CH:37][CH:38]=[C:39]4[CH2:45][CH2:44][CH2:43][CH:42]=[CH:41][C:40]=34)=[O:47])[CH2:21][C:22]3[CH:27]=[CH:26][CH:25]=[C:24]([O:28][C:29]([F:34])([F:33])[CH:30]([F:32])[F:31])[CH:23]=3)=[CH:6][CH:7]=2)=[CH:13][C:14]=1[CH2:19][CH3:20] |f:2.3|. Reaction conditions: time 8 hour. The reactants are NC(C(O)C1=CC=C(C=C1)OC1=CC(=C(C=C1)Cl)CC)CC1=CC(=CC=C1)OC(C(F)F)(F)F ((1RS,2SR)-2-amino-1-(4-((4-chloro-3-ethylphenyl)oxy)phenyl)-3-(3-((1,1,2,2-tetrafluoroethyl)oxy)phenyl)-1-propanol), C=1(C=CC=C2C1C=CCCC2)C(=O)O (6,7-dihydro-5H-benzo[a]cycloheptene-1-carboxylic acid), Cl.C(C)N=C=NCCCN(C)C (1-ethyl-3-(3-dimethylaminopropyl)carbodiimide hydrochloride), ON1N=NC2=C1C=CC=C2 (1-hydroxy-1H-benzotriazole). Yield: 79.3%. The product is ClC1=C(C=C(C=C1)OC1=CC=C(C=C1)C(C(CC1=CC(=CC=C1)OC(C(F)F)(F)F)NC(=O)C=1C=CC=C2C1C=CCCC2)O)CC (N-((1RS,2SR)-2-(4-((4-chloro-3-ethylphenyl)oxy)phenyl)-2-hydroxy-1-((3-((1,1,2,2-tetrafluoroethyl)oxy)phenyl)methyl)ethyl)-6,7-dihydro-5H-benzo[a]cycloheptene-1-carboxamide). The reactants are COC=1C=C2C(=CC=NC2=CC1)O (6-Methoxy-quinolin-4-ol), ClN1C(CCC1=O)=O (N-chlorosuccinimide). Solvent: C(C)(=O)O (acetic acid). Run at temperature 60 celsius. Yields the product ClC=1C=NC2=CC=C(C=C2C1O)OC (3-Chloro-6-methoxy-quinolin-4-ol). Yield: 96.2%. Reaction SMILES: [CH3:1][O:2][C:3]1[CH:4]=[C:5]2[C:10](=[CH:11][CH:12]=1)[N:9]=[CH:8][CH:7]=[C:6]2[OH:13].[Cl:14]N1C(=O)CCC1=O>C(O)(=O)C>[Cl:14][C:7]1[CH:8]=[N:9][C:10]2[C:5]([C:6]=1[OH:13])=[CH:4][C:3]([O:2][CH3:1])=[CH:12][CH:11]=2. Procedure: 6-Methoxy-quinolin-4-ol (18.5 g) in acetic acid (750 mL) was treated with N-chlorosuccinimide (15.52 g) and the mixture was heated at 60° C. for 4.5 hr, cooled, and evaporated. Excess sodium bicarbonate solution was added and the solid collected and washed with water and dried in vacuo at 40° C. overnight, to give a yellow solid (21.3 g). Reactants: FC1=C(C(=O)O)C=C(C=C1C1=CC(=CC=C1)F)C (2-fluoro-3-(3-fluorophenyl)-5-methyl-benzoic acid), C(=O)(C(=O)Cl)Cl ((COCl)2), NC=1C(=C(C=CC1C)O)C (3-amino-2,4-dimethylphenol), C(=O)(O)[O-].[Na+] (NaHCO3). The reagents and catalysts are CN(C)C=O (DMF). Run in C(Cl)Cl (CH2Cl2), O (water), C1CCOC1 (THF), C1CCOC1 (THF). Run at time 2 hour. Yields the product FC1=C(C(=O)NC2=C(C(=CC=C2C)O)C)C=C(C=C1C1=CC(=CC=C1)F)C (2-Fluoro-3-(3-fluorophenyl)-N-(3-hydroxy-2,6-dimethyl-phenyl)-5-methyl-benzamide). Yield: 72.7%. Reaction SMILES: [F:1][C:2]1[C:10]([C:11]2[CH:16]=[CH:15][CH:14]=[C:13]([F:17])[CH:12]=2)=[CH:9][C:8]([CH3:18])=[CH:7][C:3]=1[C:4]([OH:6])=O.C(Cl)(C(Cl)=O)=O.[NH2:25][C:26]1[C:27]([CH3:34])=[C:28]([OH:33])[CH:29]=[CH:30][C:31]=1[CH3:32].C([O-])(O)=O.[Na+]>C(Cl)Cl.CN(C=O)C.C1COCC1.O>[F:1][C:2]1[C:10]([C:11]2[CH:16]=[CH:15][CH:14]=[C:13]([F:17])[CH:12]=2)=[CH:9][C:8]([CH3:18])=[CH:7][C:3]=1[C:4]([NH:25][C:26]1[C:31]([CH3:32])=[CH:30][CH:29]=[C:28]([OH:33])[C:27]=1[CH3:34])=[O:6] |f:3.4|. Procedure details: To a solution of 2-fluoro-3-(3-fluorophenyl)-5-methyl-benzoic acid (intermediate III(e)) (597 mg, 2.4 mmol, 1.1 eq) in CH2Cl2 (15 mL) was added (COCl)2 (916 mg, 7.2 mmol, 3.3 eq) and DMF (5 drops). The reaction mixture was stirred at room temperature for 2 h, then the solvent and excess reagent were removed under reduced pressure. The residue obtained was dissolved in THF (20 mL) and added dropwise to a mixture of 3-amino-2,4-dimethylphenol (intermediate X(c)) (300 mg, 2.2 mmol, 1.0 eq) and NaHC... Starting materials: [H-].[Na+] (sodium hydride), C1(=CC=CC=C1)[C@@H](C)N1C(N[C@H]2[C@@H]1COC2=O)=O ((3aS,6aR)-1-[(R)-(1-phenylethyl)]-dihydro-1H-furo-[3,4-d]-imidazol-2,4(3H,3aH)-dione), C(C1=CC=CC=C1)Br (benzyl bromide). Solvent: C(OC)COC (dimethoxyethane). Reaction conditions: time 30 minute. Yields the product C(C1=CC=CC=C1)N1C(NC2C1C(OC2)=O)=O (3-benzyl-dihydro-1H-furo-[3,4-d]-imidazol--2,4(3H,3aH)-dione). RXN SMILES: [H-].[Na+].C1([C@H]([N:11]2[C@H:15]3[CH2:16][O:17][C:18](=[O:19])[C@H:14]3[NH:13][C:12]2=[O:20])C)C=CC=CC=1.[CH2:21](Br)[C:22]1[CH:27]=[CH:26][CH:25]=[CH:24][CH:23]=1>C(COC)OC>[CH2:21]([N:13]1[CH:14]2[C:18](=[O:19])[O:17][CH2:16][CH:15]2[NH:11][C:12]1=[O:20])[C:22]1[CH:27]=[CH:26][CH:25]=[CH:24][CH:23]=1 |f:0.1|. Procedure: 48 ml of dimethoxyethane and 0.39 g (16.2 mmol) of sodium hydride were placed in a 100-ml three-neck flask equipped with a magnetic stirrer under argon and with complete exclusion of moisture. Then 3.24 g (13.2 mmol) of (3aS,6aR)-1-[(R)-(1-phenylethyl)]-dihydro-1H-furo-[3,4-d]-imidazol-2,4(3H,3aH)-dione was added. After a stirring time of 10 min., 2.76 g (16.2 mmol) of benzyl bromide was added and the suspension was stirred for 30 min. Then the reaction mixture was evaporated. The residue was di... Starting materials: CCOc1cc(C(C)(C)C)ncc1C1=NC(C)(c2ccc(Cl)cc2)C(C)(c2ccc(Cl)cc2)N1C(=O)N1CCN(CC(=O)O)CC1, Cc1ncccc1N, Cl. The product is CCOc1cc(C(C)(C)C)ncc1C1=NC(C)(c2ccc(Cl)cc2)C(C)(c2ccc(Cl)cc2)N1C(=O)N1CCN(CC(=O)Nc2cccnc2C)CC1. RXN SMILES: [C:2]([CH3:3])([CH3:4])([CH3:5])[c:6]1[cH:7][c:8]([O:45][CH2:46][CH3:47])[c:9]([C:12]2=[N:16][C:15]([CH3:17])([c:18]3[cH:19][cH:20][c:21]([Cl:24])[cH:22][cH:23]3)[C:14]([CH3:25])([c:26]3[cH:27][cH:28][c:29]([Cl:32])[cH:30][cH:31]3)[N:13]2[C:33](=[O:34])[N:35]2[CH2:36][CH2:37][N:38]([CH2:41][C:42](=[O:43])[OH:44])[CH2:39][CH2:40]2)[cH:10][n:11]1.[CH3:48][c:49]1[n:50][cH:51][cH:52][cH:53][c:54]1[NH2:55].[ClH:1]>>[C:2]([CH3:3])([CH3:4])([CH3:5])[c:6]1[cH:7][c:8]([O:45][CH2:46][CH3:47])[c:9]([C:12]2=[N:16][C:15]([CH3:17])([c:18]3[cH:19][cH:20][c:21]([Cl:24])[cH:22][cH:23]3)[C:14]([CH3:25])([c:26]3[cH:27][cH:28][c:29]([Cl:32])[cH:30][cH:31]3)[N:13]2[C:33](=[O:34])[N:35]2[CH2:36][CH2:37][N:38]([CH2:41][C:42](=[O:43])[NH:55][c:54]3[c:49]([CH3:48])[n:50][cH:51][cH:52][cH:53]3)[CH2:39][CH2:40]2)[cH:10][n:11]1. Starting materials: O=C1CCCCC1, [Zn].O=S(O)C(F)F. Yields the product O=C1CCCC(C1)C(F)F. Reagents/catalysts: O=C(O)C(F)(F)F, OOC(C)(C)C. Solvent: O, ClCCl. Run at temperature 25 celsius, time 18 hour. Yield: 40.0%. The reactants are C(#N)C1=CC=C(C=C1)C1CCC(CC1)=O (4-(p-cyanophenyl)cyclohexanone), O (water), [Br-].C(CCCC)[C@@H]1CC[C@H](CC1)CC[P+](C1=CC=CC=C1)(C1=CC=CC=C1)C1=CC=CC=C1 (2-(trans-4-pentylcyclohexyl)ethyl-triphenylphosphonium bromide), potassium t-butylate. The solvent is O1CCCC1 (tetrahydrofuran), COC(C)(C)C (t-butyl methyl ether). Conditions: time 10 minute. Product: C(CCCC)[C@@H]1CC[C@H](CC1)CC=C1CCC(CC1)C1=CC=C(C#N)C=C1 (p-[4-[2-(trans-4-pentylcyclohexyl)ethylidene]cyclohexyl]benzonitrile). Isolated yield 59.5%. RXN SMILES: [Br-].[CH2:2]([C@H:7]1[CH2:12][CH2:11][C@H:10]([CH2:13][CH2:14][P+](C2C=CC=CC=2)(C2C=CC=CC=2)C2C=CC=CC=2)[CH2:9][CH2:8]1)[CH2:3][CH2:4][CH2:5][CH3:6].[C:34]([C:36]1[CH:41]=[CH:40][C:39]([CH:42]2[CH2:47][CH2:46][C:45](=O)[CH2:44][CH2:43]2)=[CH:38][CH:37]=1)#[N:35].O>COC(C)(C)C.O1CCCC1>[CH2:2]([C@H:7]1[CH2:12][CH2:11][C@H:10]([CH2:13][CH:14]=[C:45]2[CH2:46][CH2:47][CH:42]([C:39]3[CH:40]=[CH:41][C:36]([C:34]#[N:35])=[CH:37][CH:38]=3)[CH2:43][CH2:44]2)[CH2:9][CH2:8]1)[CH2:3][CH2:4][CH2:5][CH3:6] |f:0.1|. Reported procedure: A suspension of 10.6 g of 2-(trans-4-pentylcyclohexyl)ethyl-triphenylphosphonium bromide in 100 ml of dry t-butyl methyl ether was treated portionwise under an inert gas atmosphere at 5°-10° C. with 2.2 g of potassium t-butylate and the mixture was stirred for a further 10 minutes. Subsequently, a solution of 3.5 g of 4-(p-cyanophenyl)cyclohexanone in 50 ml of tetrahydrofuran was added dropwise over a period of 30 minutes to the orange suspension. The mixture was stirred at room temperature over... The reactants are COc1c(C)c(C)c(OC)c(CO)c1C, C1CCOC1, O, BrP(Br)Br. Product: COc1c(C)c(C)c(OC)c(CBr)c1C. Reaction SMILES: [CH3:1][O:2][c:3]1[c:4]([CH2:5][OH:6])[c:7]([CH3:15])[c:8]([O:13][CH3:14])[c:9]([CH3:12])[c:10]1[CH3:11].[O:20]1[CH2:21][CH2:22][CH2:23][CH2:24]1.[OH2:25].[P:16]([Br:17])([Br:18])[Br:19]>>[CH3:1][O:2][c:3]1[c:4]([CH2:5][Br:17])[c:7]([CH3:15])[c:8]([O:13][CH3:14])[c:9]([CH3:12])[c:10]1[CH3:11].